Dataset: the Open Reaction Database (ORD), a public repository of structured organic reaction records. Task: describe an organic reaction: reactants, conditions, products, and yield Starting materials: COC(=O)c1cc(O)no1, CC1(C)OC2C(CO)OC(n3cnc4c(Cl)ncnc43)C2O1, ClCCl, c1ccc(P(c2ccccc2)c2ccccc2)cc1. Product: COC(=O)c1cc(OCC2OC(n3cnc4c(Cl)ncnc43)C3OC(C)(C)OC23)no1. Reaction SMILES: [CH3:42][O:43][C:44](=[O:45])[c:46]1[cH:47][c:48]([OH:51])[n:49][o:50]1.[Cl:1][c:2]1[c:3]2[n:4][cH:5][n:6]([CH:11]3[O:12][CH:13]([CH2:21][OH:22])[CH:14]4[CH:15]3[O:16][C:17]([CH3:19])([CH3:20])[O:18]4)[c:7]2[n:8][cH:9][n:10]1.[Cl:52][CH2:53][Cl:54].[c:23]1([P:24]([c:25]2[cH:26][cH:27][cH:28][cH:29][cH:30]2)[c:31]2[cH:32][cH:33][cH:34][cH:35][cH:36]2)[cH:37][cH:38][cH:39][cH:40][cH:41]1>>[Cl:1][c:2]1[c:3]2[n:4][cH:5][n:6]([CH:11]3[O:12][CH:13]([CH2:21][O:22][c:48]4[cH:47][c:46]([C:44]([O:43][CH3:42])=[O:45])[o:50][n:49]4)[CH:14]4[CH:15]3[O:16][C:17]([CH3:19])([CH3:20])[O:18]4)[c:7]2[n:8][cH:9][n:10]1. Starting materials: CCOCC (Et2O), FC1=C(C=O)C(=CC(=C1)F)O (2,4-difluoro-6-hydroxybenzaldehyde), ICC (iodoethane), C(=O)([O-])[O-].[K+].[K+] (K2CO3). The solvent is O (water), CN(C)C=O (DMF). Conditions: temperature 80 celsius. Product: C(C)OC1=C(C=O)C(=CC(=C1)F)F (2-ethoxy-4,6-difluorobenzaldehyde). Reaction SMILES: [F:1][C:2]1[CH:9]=[C:8]([F:10])[CH:7]=[C:6]([OH:11])[C:3]=1[CH:4]=[O:5].I[CH2:13][CH3:14].C([O-])([O-])=O.[K+].[K+].CCOCC>CN(C=O)C.O>[CH2:13]([O:11][C:6]1[CH:7]=[C:8]([F:10])[CH:9]=[C:2]([F:1])[C:3]=1[CH:4]=[O:5])[CH3:14] |f:2.3.4|. Procedure details: A mixture of 2,4-difluoro-6-hydroxybenzaldehyde (4.340 g; 27.50 mmol), iodoethane (8.562 g; 54.90 mmol), and K2CO3 (4.553 g; 32.90 mmol) in anh. DMF (75 ml) was heated to 80° C., under nitrogen, for 45 min. Et2O and water were added, and the organic layer was further washed with brine, dried over anh. MgSO4, filtered, and concentrated to dryness under reduced pressure affording 2-ethoxy-4,6-difluorobenzaldehyde as an orange solid. LC-MS (conditions A): tR=0.70 min.; [M+H]+: 187.39 g/mol. Reactants: SO3C6H4CH3, C1(=CC=C(C=C1)S(=O)(=O)[O-])C.OC[P+](CO)(CO)CO (tetrakis(hydroxymethyl)phosphonium p-toluenesulfonate), CNC(=O)NC (1,3-dimethylurea). The solvent is C1(=CC=CC=C1)C (toluene). Yields the product C1(=CC=C(C=C1)S(=O)(=O)[O-])C.CN(C(=O)NC)C[P+](CN(C(=O)NC)C)(CN(C(=O)NC)C)CN(C(=O)NC)C (tetrakis(1,3-dimethylureidomethyl)phosphonium p-toluenesulfonate). The yield is 89.7%. Reaction SMILES: [C:1]1([CH3:11])[CH:6]=[CH:5][C:4]([S:7]([O-:10])(=[O:9])=[O:8])=[CH:3][CH:2]=1.O[CH2:13][P+:14]([CH2:19]O)([CH2:17]O)[CH2:15]O.[CH3:21][NH:22][C:23]([NH:25][CH3:26])=[O:24]>C1(C)C=CC=CC=1>[C:1]1([CH3:11])[CH:2]=[CH:3][C:4]([S:7]([O-:10])(=[O:8])=[O:9])=[CH:5][CH:6]=1.[CH3:21][N:22]([CH2:19][P+:14]([CH2:13][N:22]([CH3:21])[C:23]([NH:25][CH3:26])=[O:24])([CH2:15][N:22]([CH3:21])[C:23]([NH:25][CH3:26])=[O:24])[CH2:17][N:22]([CH3:21])[C:23]([NH:25][CH3:26])=[O:24])[C:23]([NH:25][CH3:26])=[O:24] |f:0.1,4.5|. Procedure: Reaction of tetrakis(hydroxymethyl)phosphonium p-toluenesulfonate (16.31 g, 0.05 mol) with 1,3-dimethylurea (17.62 g, 0.2 mol) in toluene (200 ml), following Example 1, gave 27.21 g (89.7%) of tetrakis(1,3-dimethylureidomethyl)phosphonium p-toluenesulfonate (I, R=R'=CH3, R"=H, X=SO3C6H4CH3 -p) as a white, crystalline solid, mp 130°-131° C. after two recrystallizations from acetonitrile. The analytical sample was dried under vacuum for 2 hr at 100° C. Reactants: O=C1N(C(C2=CC=CC=C12)=O)CCC1=CC(=NN1CCC)C(=O)OCC (ethyl 5-[2-(1,3-dioxo-1,3-dihydro-2H-isoindol-2-yl)ethyl]-1-propyl-1H-pyrazole-3-carboxylate), O (Water). The solvent is Cl (hydrochloric acid), C(C)(=O)O (acetic acid). Run at temperature 10 celsius. Product: O=C1N(C(C2=CC=CC=C12)=O)CCC1=CC(=NN1CCC)C(=O)O (5-[2-(1,3-dioxo-1,3-dihydro-2H-isoindol-2-yl)ethyl]-1-propyl-1H-pyrazole-3-carboxylic acid). The yield is 69.4%. Reaction SMILES: [O:1]=[C:2]1[C:10]2[C:5](=[CH:6][CH:7]=[CH:8][CH:9]=2)[C:4](=[O:11])[N:3]1[CH2:12][CH2:13][C:14]1[N:18]([CH2:19][CH2:20][CH3:21])[N:17]=[C:16]([C:22]([O:24]CC)=[O:23])[CH:15]=1.O>Cl.C(O)(=O)C>[O:11]=[C:4]1[C:5]2[C:10](=[CH:9][CH:8]=[CH:7][CH:6]=2)[C:2](=[O:1])[N:3]1[CH2:12][CH2:13][C:14]1[N:18]([CH2:19][CH2:20][CH3:21])[N:17]=[C:16]([C:22]([OH:24])=[O:23])[CH:15]=1. Procedure: A stirred solution of ethyl 5-[2-(1,3-dioxo-1,3-dihydro-2H-isoindol-2-yl)ethyl]-1-propyl-1H-pyrazole-3-carboxylate (45.1 g, 127 mmol) in 1 M aqueous hydrochloric acid (157 mL) and acetic acid (157 mL) was heated at 95° C. (internal temperature) for 10 hours and then cooled to 10° C. Water (300 mL) was added and a white solid was isolated by filtration, washed with water and diethyl ether, and dried. The solid was treated with toluene (150 mL) and heated at reflux for 3 hours with a Dean-Stark tr...